From a dataset of the Open Reaction Database (ORD), a public repository of structured organic reaction records. describe an organic reaction: reactants, conditions, products, and yield Starting materials: C(C)OC(=C)[Sn](CCCC)(CCCC)CCCC (1-ethoxyethenyl tri n-butyl tin), BrC=1C=C2C(=NC1)OCCO2 (7-bromo-2,3-dihydro-[1,4]dioxino[2,3-b]pyridine), Cl (hydrochloric acid). The reagents and catalysts are C=1C=CC(=CC1)[P](C=2C=CC=CC2)(C=3C=CC=CC3)[Pd]([P](C=4C=CC=CC4)(C=5C=CC=CC5)C=6C=CC=CC6)([P](C=7C=CC=CC7)(C=8C=CC=CC8)C=9C=CC=CC9)[P](C=1C=CC=CC1)(C=1C=CC=CC1)C=1C=CC=CC1 (tetrakis(triphenylphosphine)palladium). Run in C1(=CC=CC=C1)C (toluene). Conditions: temperature 100 celsius, time 8 hour. The product is O1CCOC2=NC=C(C=C21)C(C)=O (1-(2,3-dihydro-[1,4]dioxino[2,3-b]pyridin-7-yl)ethanone). The yield is 68.8%. Reaction SMILES: Br[C:2]1[CH:3]=[C:4]2[O:11][CH2:10][CH2:9][O:8][C:5]2=[N:6][CH:7]=1.[CH2:12]([O:14]C([Sn](CCCC)(CCCC)CCCC)=C)[CH3:13].Cl>C1(C)C=CC=CC=1.C1C=CC([P]([Pd]([P](C2C=CC=CC=2)(C2C=CC=CC=2)C2C=CC=CC=2)([P](C2C=CC=CC=2)(C2C=CC=CC=2)C2C=CC=CC=2)[P](C2C=CC=CC=2)(C2C=CC=CC=2)C2C=CC=CC=2)(C2C=CC=CC=2)C2C=CC=CC=2)=CC=1>[O:11]1[C:4]2[C:5](=[N:6][CH:7]=[C:2]([C:12](=[O:14])[CH3:13])[CH:3]=2)[O:8][CH2:9][CH2:10]1 |^1:41,43,62,81|. Reported procedure: Under an argon atmosphere, 7-bromo-2,3-dihydro-[1,4]dioxino[2,3-b]pyridine (65 mg, 0.30 mmol) was dissolved in toluene (1.5 mL), added tetrakis(triphenylphosphine)palladium (35 mg, 0.03 mmol) and 1-ethoxyethenyl tri n-butyl tin (112 ΞL, 0.33 mmol), and the mixture was stirred at 100° C. overnight. The reaction solution was reverted to room temperature, and added 1N hydrochloric acid. The reaction solution was filtered through a pad of celite. The reaction solution was added ethyl acetate for ext... Reactants: ClC1=NC=C(C2=C1C=C(N2C)C)C(=O)OC (methyl 4-chloro-1,2-dimethyl-1H-pyrrolo[3,2-c]pyridine-7-carboxylate). The solvent is Cl (hydrochloric acid). Yields the product Cl.ClC1=NC=C(C2=C1C=C(N2C)C)C(=O)O (4-Chloro-1,2-dimethyl-1H-pyrrolo[3,2-c]pyridine-7-carboxylic acid hydrochloride). The yield is 193.5%. RXN SMILES: [Cl:1][C:2]1[C:7]2[CH:8]=[C:9]([CH3:12])[N:10]([CH3:11])[C:6]=2[C:5]([C:13]([O:15]C)=[O:14])=[CH:4][N:3]=1>Cl>[ClH:1].[Cl:1][C:2]1[C:7]2[CH:8]=[C:9]([CH3:12])[N:10]([CH3:11])[C:6]=2[C:5]([C:13]([OH:15])=[O:14])=[CH:4][N:3]=1 |f:2.3|. Procedure: A solution of methyl 4-chloro-1,2-dimethyl-1H-pyrrolo[3,2-c]pyridine-7-carboxylate (1.027 g) in 5N hydrochloric acid was heated under microwave conditions at 120° C. for one and a half hours, then evaporated to dryness to afford the title compound as a white solid 1.087 g. Yields the product C(C1=CC=CC=C1)N(C(CO)C(C)C)C1=CC(=C(C=C1)F)Cl (2-[benzyl(3-chloro-4-fluorophenyl)amino]-3-methylbutan-1-ol). Solvent: O (H2O). As a reaction SMILES: CC(C[Al]CC(C)C)C.[CH2:10]([N:17]([C:27]1[CH:32]=[CH:31][C:30]([F:33])=[C:29]([Cl:34])[CH:28]=1)[C@H:18]([C:22](OCC)=[O:23])[CH:19]([CH3:21])[CH3:20])[C:11]1[CH:16]=[CH:15][CH:14]=[CH:13][CH:12]=1.C(OCC)C>O>[CH2:10]([N:17]([C:27]1[CH:32]=[CH:31][C:30]([F:33])=[C:29]([Cl:34])[CH:28]=1)[CH:18]([CH:19]([CH3:21])[CH3:20])[CH2:22][OH:23])[C:11]1[CH:12]=[CH:13][CH:14]=[CH:15][CH:16]=1 |^1:3|. Reaction conditions: temperature 23 celsius, time 5 hour. Procedure: Dibal-H (7.08 mL, 7.08 mmol) was added as a 1.0 N solution in CH2CL2 at −78° C. to crude ethyl N-benzyl-N-(3-chloro-4-fluorophenyl)valinate (8-2, 0.322 g, 0.885 mmol). The mixture stirred for 5 h as it warmed to 23° C. Diethyl ether (40 mL) and H2O (1.2 mL) were added and mixture continued stirring for 20 min before filtering. The filtrate was concentrated and purified by reverse-phase liquid chromatography (Semi Prep YMC C-18 Reverse Phase Column 5% CH3CN/H2O to 95% CH3CN/H2O with 0.1% TFA pres... Starting materials: CC(C)C[Al]CC(C)C (Dibal-H), solution, C(C1=CC=CC=C1)N([C@@H](C(C)C)C(=O)OCC)C1=CC(=C(C=C1)F)Cl (ethyl N-benzyl-N-(3-chloro-4-fluorophenyl)valinate), C(C)OCC (Diethyl ether). The reactants are C(C)(C)(C)OC(N[C@H](CC#C)C1=NC2=CC(=CC=C2C(N1NC1=CC=CC=C1)=O)Cl)=O ((R)-[1-(7-chloro-4-oxo-3-phenylamino-3,4-dihydro-quinazolin-2-yl)-but-3-ynyl]-carbamic acid tert-butyl ester), Cl (HCl). The solvent is CO (methanol), O1CCOCC1 (dioxane). Yields the product N[C@H](CC#C)C1=NC2=CC(=CC=C2C(N1NC1=CC=CC=C1)=O)Cl (2-((R)-1-amino-but-3-ynyl)-7-chloro-3-phenylamino-3H-quinazolin-4-one). The yield is 111.3%. RXN SMILES: C(OC(=O)[NH:7][C@@H:8]([C:12]1[N:21]([NH:22][C:23]2[CH:28]=[CH:27][CH:26]=[CH:25][CH:24]=2)[C:20](=[O:29])[C:19]2[C:14](=[CH:15][C:16]([Cl:30])=[CH:17][CH:18]=2)[N:13]=1)[CH2:9][C:10]#[CH:11])(C)(C)C.Cl>CO.O1CCOCC1>[NH2:7][C@@H:8]([C:12]1[N:21]([NH:22][C:23]2[CH:28]=[CH:27][CH:26]=[CH:25][CH:24]=2)[C:20](=[O:29])[C:19]2[C:14](=[CH:15][C:16]([Cl:30])=[CH:17][CH:18]=2)[N:13]=1)[CH2:9][C:10]#[CH:11]. Procedure: To a mixture of (R)-[1-(7-chloro-4-oxo-3-phenylamino-3,4-dihydro-quinazolin-2-yl)-but-3-ynyl]-carbamic acid tert-butyl ester (5.35 g, 12.2 mmol) in methanol (65 ml) was added HCl in dioxane (4M, 20 ml). The resulting solution was stirred and the reaction completion was monitored using HPLC/LCMS. The solvent was then removed and the mixture was triturated with diethyl ether to afford 2-((R)-1-amino-but-3-ynyl)-7-chloro-3-phenylamino-3H-quinazolin-4-one (4.60 g, 100%) as off-white solid. M.p. 175-... Reactants: OCC1CCN(Cc2ccccc2)CC1, C1CCOC1, O=c1[nH]nc2c(-c3ccc(Cl)cc3)c(-c3ccc(Cl)cc3)cnn12, CCOC(=O)N=NC(=O)OCC. The product is O=c1n(CC2CCN(Cc3ccccc3)CC2)nc2c(-c3ccc(Cl)cc3)c(-c3ccc(Cl)cc3)cnn12. Reaction SMILES: [CH2:25]([c:26]1[cH:27][cH:28][cH:29][cH:30][cH:31]1)[N:32]1[CH2:33][CH2:34][CH:35]([CH2:38][OH:39])[CH2:36][CH2:37]1.[CH2:52]1[O:53][CH2:54][CH2:55][CH2:56]1.[Cl:1][c:2]1[cH:3][cH:4][c:5](-[c:8]2[c:9](-[c:18]3[cH:19][cH:20][c:21]([Cl:24])[cH:22][cH:23]3)[c:10]3[n:11]([n:12][cH:13]2)[c:14](=[O:17])[nH:15][n:16]3)[cH:6][cH:7]1.[O:40]=[C:41]([O:42][CH2:43][CH3:44])[N:45]=[N:46][C:47]([O:48][CH2:49][CH3:50])=[O:51]>>[Cl:1][c:2]1[cH:3][cH:4][c:5](-[c:8]2[c:9](-[c:18]3[cH:19][cH:20][c:21]([Cl:24])[cH:22][cH:23]3)[c:10]3[n:11]([n:12][cH:13]2)[c:14](=[O:17])[n:15]([CH2:38][CH:35]2[CH2:34][CH2:33][N:32]([CH2:25][c:26]4[cH:27][cH:28][cH:29][cH:30][cH:31]4)[CH2:37][CH2:36]2)[n:16]3)[cH:6][cH:7]1.